From a dataset of the Open Reaction Database (ORD), a public repository of structured organic reaction records. describe an organic reaction: reactants, conditions, products, and yield The reactants are C1(CC1)C=1OC=2C(N1)=C(C(=C(C2F)C=C)C)C#N (2-Cyclopropyl-7-fluoro-5-methyl-6 vinyl-1,3-benzoxazole-4-carbonitrile), [H][H] (hydrogen). The reagents and catalysts are [C].[Pd] (palladium-carbon). Run in C(C)(=O)OCC (ethyl acetate). The product is C1(CC1)C=1OC=2C(N1)=C(C(=C(C2F)CC)C)C#N (2-Cyclopropyl-6-ethyl-7-fluoro-5-methyl-1,3-benzoxazole-4-carbonitrile). Yield: 95.8%. As a reaction SMILES: [CH:1]1([C:4]2[O:5][C:6]3[C:7](=[C:9]([C:17]#[N:18])[C:10]([CH3:16])=[C:11]([CH:14]=[CH2:15])[C:12]=3[F:13])[N:8]=2)[CH2:3][CH2:2]1.[H][H]>C(OCC)(=O)C.[C].[Pd]>[CH:1]1([C:4]2[O:5][C:6]3[C:7](=[C:9]([C:17]#[N:18])[C:10]([CH3:16])=[C:11]([CH2:14][CH3:15])[C:12]=3[F:13])[N:8]=2)[CH2:3][CH2:2]1 |f:3.4|. Reported procedure: 2-Cyclopropyl-7-fluoro-5-methyl-6 vinyl-1,3-benzoxazole-4-carbonitrile (I-180) (114 mg, 0.47 mmol) was dissolved in ethyl acetate (2.5 ml), then at room temperature, 10% palladium-carbon (23 mg) was added. The suspension was stirred at the same temperature under atmospheric pressure of hydrogen for 16 hours. The catalyst was separated by filtration with washing with ethyl acetate, and the filtrate was concentrated under reduced pressure. The residue was purified by preparative TLC (eluent, ethyl... Reactants: FC1=CC=C2CCNC2=C1 (6-fluoroindoline), ClC1=NC=NC2=CC(=C(C=C12)OC)OC (4-chloro-6,7-dimethoxy-quinazoline). The solvent is CC(C)O (i-PrOH). Yields the product FC1=CC=C2CCN(C2=C1)C1=NC=NC2=CC(=C(C=C12)OC)OC (4-(6-fluoro-2,3-dihydro-indol-1-yl)-6,7-dimethoxyquinazoline), free base. As a reaction SMILES: [F:1][C:2]1[CH:10]=[C:9]2[C:5]([CH2:6][CH2:7][NH:8]2)=[CH:4][CH:3]=1.Cl[C:12]1[C:21]2[C:16](=[CH:17][C:18]([O:24][CH3:25])=[C:19]([O:22][CH3:23])[CH:20]=2)[N:15]=[CH:14][N:13]=1>CC(O)C>[F:1][C:2]1[CH:10]=[C:9]2[C:5]([CH2:6][CH2:7][N:8]2[C:12]2[C:21]3[C:16](=[CH:17][C:18]([O:24][CH3:25])=[C:19]([O:22][CH3:23])[CH:20]=3)[N:15]=[CH:14][N:13]=2)=[CH:4][CH:3]=1. Reported procedure: To 6-fluoroindoline (274 mg, 2.0 mmol) in dry i-PrOH (10mL) was added 4-chloro-6,7-dimethoxy-quinazoline (225 mg, 1.0 mmol). The mixture was refluxed for 16 hours under an atmosphere of dry N2(g) and then the solvent was removed in vacuo. The residue was partitioned between CHCl3 and 1M NaOH, and the organic phase was washed with brine, dried over Na2SO4(g) and concentrated in vacuo. The residue (535 mg) was purified by flash chromatography on silica using 80%EtOAc/CH2 Cl2 to yield 4-(6-fluoro-2... Starting materials: ClC=1SC(=CC1C)Cl (2,5-dichloro-3-methylthiophene), BrN1C(CCC1=O)=O (N-bromosuccinimide). The reagents and catalysts are C(C1=CC=CC=C1)(=O)OOC(C1=CC=CC=C1)=O (benzoyl peroxide). The solvent is C(Cl)(Cl)(Cl)Cl (carbon tetrachloride). The product is BrCC1=C(SC(=C1)Cl)Cl (3-(Bromomethyl)-2,5-dichlorothiophene). Isolated yield 91.1%. As a reaction SMILES: [Cl:1][C:2]1[S:3][C:4]([Cl:8])=[CH:5][C:6]=1[CH3:7].[Br:9]N1C(=O)CCC1=O>C(Cl)(Cl)(Cl)Cl.C(OOC(=O)C1C=CC=CC=1)(=O)C1C=CC=CC=1>[Br:9][CH2:7][C:6]1[CH:5]=[C:4]([Cl:8])[S:3][C:2]=1[Cl:1]. Procedure details: To a stirred solution of 2,5-dichloro-3-methylthiophene (25.8 g, 154 mmol) in carbon tetrachloride (47 mL) was added N-bromosuccinimide (27.5 g, 154 mmol) and benzoyl peroxide (310 mg, 1.28 mmol). The mixture was heated at reflux temperature for 8 hours. After cooling, the insolubles were filtered off. The filtrate was washed with aqueous sodium sulfite solution, dried over MgSO4, and concentrated in vacuo. The residue was fractionally distilled under reduced pressure (bp 80° C., 0.5 mmHg) to gi... Reactants: CC(C)C[Al+]CC(C)C, Cc1ccccc1, CCOC(C)=O, Cl, [H-], C1CCOC1, CCOC(=O)c1cc(-c2ccccc2)n(S(=O)(=O)c2ccc(OC(F)(F)F)cc2)c1. Product: O=S(=O)(c1ccc(OC(F)(F)F)cc1)n1cc(CO)cc1-c1ccccc1. As a reaction SMILES: [CH2:32]([Al+:33][CH2:34][CH:35]([CH3:36])[CH3:37])[CH:38]([CH3:39])[CH3:40].[CH3:47][c:48]1[cH:49][cH:50][cH:51][cH:52][cH:53]1.[CH3:54][CH2:55][O:56][C:57](=[O:58])[CH3:59].[ClH:41].[H-:31].[O:42]1[CH2:43][CH2:44][CH2:45][CH2:46]1.[c:1]1(-[c:7]2[cH:8][c:9]([C:26](=[O:27])[O:28][CH2:29][CH3:30])[cH:10][n:11]2[S:12](=[O:13])(=[O:14])[c:15]2[cH:16][cH:17][c:18]([O:21][C:22]([F:23])([F:24])[F:25])[cH:19][cH:20]2)[cH:2][cH:3][cH:4][cH:5][cH:6]1>>[c:1]1(-[c:7]2[cH:8][c:9]([CH2:26][OH:27])[cH:10][n:11]2[S:12](=[O:13])(=[O:14])[c:15]2[cH:16][cH:17][c:18]([O:21][C:22]([F:23])([F:24])[F:25])[cH:19][cH:20]2)[cH:2][cH:3][cH:4][cH:5][cH:6]1. Reactants: NC1=C(C(C2=NC=CC=C2)O)C=C(C=C1)Br (2-amino-5-bromo-α-(2-pyridyl)benzyl alcohol), C(C)(=O)O (acetic acid). Yields the product NC1=C(C(C2=NC=CC=C2)O)C=C(C=C1)Br (2-Amino-5-bromo-α-(2-pyridyl)benzyl alcohol), CC(C=O)(C)C (trimethylacetoaldehyde). RXN SMILES: [NH2:1][C:2]1[CH:15]=[CH:14][C:13]([Br:16])=[CH:12][C:3]=1[CH:4]([OH:11])[C:5]1[CH:10]=[CH:9][CH:8]=[CH:7][N:6]=1.[C:17](O)(=O)C>>[NH2:1][C:2]1[CH:15]=[CH:14][C:13]([Br:16])=[CH:12][C:3]=1[CH:4]([OH:11])[C:5]1[CH:10]=[CH:9][CH:8]=[CH:7][N:6]=1.[CH3:2][C:3]([CH3:12])([CH3:17])[CH:4]=[O:11]. Procedure details: In 20 ml of acetic acid was dissolved 2.0 g of 2-amino-5-bromo-α-(2-pyridyl)benzyl alcohol obtained in (1) together with 0.86 ml of trimethylacetoaldehyde. To the solution was added 0.36 g of sodium borohydride under ice-cooling. The reaction mixture was stirred for 30 minutes at room temperature and then subjected to extraction with a mixture of 100 ml of water and 150 ml of ethyl acetate. The ethyl acetate layer was washed with 1N sodium hydroxide, dried over anhydrous magnesium sulfate, and c... The reactants are acetal, [H-].[Na+] (sodium hydride), C(C)OC(CBr)OCC (2-bromoacetaldehyde diethylacetal), C(C1=CC=CC=C1)N1CCC(CC1)O (1-Benzyl-4-hydroxy piperidine), [H-].[Na+] (sodium hydride), C(C)(C)O (Iso-propyl alcohol). Solvent: CN(C=O)C (dimethylformamide), CN(C=O)C (dimethylformamide). Run at time 3 hour. The product is C(C1=CC=CC=C1)N1CCC(CC1)OCC(OCC)OCC (1-benzyl-4-(2,2-diethoxyethoxy)-piperidine). Isolated yield 76.3%. RXN SMILES: [CH2:1]([N:8]1[CH2:13][CH2:12][CH:11]([OH:14])[CH2:10][CH2:9]1)[C:2]1[CH:7]=[CH:6][CH:5]=[CH:4][CH:3]=1.[H-].[Na+].[CH2:17]([O:19][CH:20]([O:23][CH2:24][CH3:25])[CH2:21]Br)[CH3:18].C(O)(C)C>CN(C)C=O>[CH2:1]([N:8]1[CH2:13][CH2:12][CH:11]([O:14][CH2:21][CH:20]([O:23][CH2:24][CH3:25])[O:19][CH2:17][CH3:18])[CH2:10][CH2:9]1)[C:2]1[CH:3]=[CH:4][CH:5]=[CH:6][CH:7]=1 |f:1.2|. Procedure details: 1-Benzyl-4-hydroxy piperidine (11.5 g.) dissolved in dry dimethylformamide (DMF) (25 ml.) was added dropwise to a stirred suspension of sodium hydride (2.8 g. of 50% dispersion in oil in dry DMF [25 ml.]), under dry nitrogen, and then stirred at room temperature for 3 hours. The suspension was cooled in an ice/water bath while 2-bromoacetaldehyde diethylacetal (13.0 g.) in dry dimethylformamide (25 ml.) was added dropwise, followed by stirring at room temperature for 24 hours. The above process ... The reactants are ClS(=O)(=O)N=C=O (Chlorosulfonylisocyanate), CC\C=C\CC ((E)-hex-3-ene). The solvent is C(Cl)Cl (DCM), C(Cl)Cl (DCM). Reaction conditions: time 72 hour. Product: C(C)C1N(C(C1CC)=O)S(=O)(=O)Cl ((2RS,3RS)-2,3-Diethyl-4-oxoazetidine-1-sulfonyl Chloride). RXN SMILES: [Cl:1][S:2]([N:5]=[C:6]=[O:7])(=[O:4])=[O:3].[CH3:8][CH2:9]/[CH:10]=[CH:11]/[CH2:12][CH3:13]>C(Cl)Cl>[CH2:9]([CH:10]1[CH:11]([CH2:12][CH3:13])[C:6](=[O:7])[N:5]1[S:2]([Cl:1])(=[O:4])=[O:3])[CH3:8]. Procedure details: Chlorosulfonylisocyanate (5.17 ml, 59.4 mmol) in DCM (12 ml) was stirred at 25° C. and treated dropwise with (E)-hex-3-ene (7.39 ml, 59.4 mmol) in DCM (6 ml). The mixture was stirred at RT for 72 hrs. The reaction mixture was heated over 6 hrs at 40° C., before being poured onto ice. The mixture was extracted with DCM (3×100 ml) and the combined organics were washed with water (×1), dried MgSO4 and evaporated to dryness to afford the title compound; Reactants: Br, CC(=O)O, COc1cc2c(Oc3ccc([N+](=O)[O-])cc3F)ccnc2cc1OCc1ccccc1. Yields the product COc1cc2c(Oc3ccc([N+](=O)[O-])cc3F)ccnc2cc1O. Reaction SMILES: [BrH:32].[C:33]([OH:34])(=[O:35])[CH3:36].[CH2:1]([c:2]1[cH:3][cH:4][cH:5][cH:6][cH:7]1)[O:8][c:9]1[c:10]([O:30][CH3:31])[cH:11][c:12]2[c:13]([O:19][c:20]3[c:21]([F:29])[cH:22][c:23]([N+:26](=[O:27])[O-:28])[cH:24][cH:25]3)[cH:14][cH:15][n:16][c:17]2[cH:18]1>>[OH:8][c:9]1[c:10]([O:30][CH3:31])[cH:11][c:12]2[c:13]([O:19][c:20]3[c:21]([F:29])[cH:22][c:23]([N+:26](=[O:27])[O-:28])[cH:24][cH:25]3)[cH:14][cH:15][n:16][c:17]2[cH:18]1.